The task is: describe an organic reaction: reactants, conditions, products, and yield. This data is from the Open Reaction Database (ORD), a public repository of structured organic reaction records. Reactants: ClCC(=O)N1CCCC1 (α-Chloroacetyl pyrrolidine), [S-]C#N.[K+] (potassium thiocyanate), C(C)O (ethanol). The solvent is CCCCC (pentane). Conditions: time 4 hour. Product: S(C#N)CC(=O)N1CCCC1 (1-(α-thiocyanoacetyl) pyrrolidine). As a reaction SMILES: Cl[CH2:2][C:3]([N:5]1[CH2:9][CH2:8][CH2:7][CH2:6]1)=[O:4].[S-:10][C:11]#[N:12].[K+].C(O)C>CCCCC>[S:10]([CH2:2][C:3]([N:5]1[CH2:9][CH2:8][CH2:7][CH2:6]1)=[O:4])[C:11]#[N:12] |f:1.2|. Reported procedure: 1-(α-Chloroacetyl pyrrolidine (14.7 grams; 0.1 mol), potassium thiocyanate (18 grams; 0.2 mol) and ethanol (50 ml) were charged into a glass reaction flask equipped with a mechanical stirrer and reflux condenser. The reaction mixture was heated at reflux, with stirring, for a period of about 4 hours. The mixture was then cooled and filtered. The filtrate was stripped of solvent to yield a solid product. The solid was extracted with three 200 ml portions of boiling benzene, and the benzene extrac... Reactants: IC1=CC=C(C=C1)NN ((4-iodophenyl)hydrazine), ClC1=C(C=O)C(=CC=C1)F (2-chloro-6-fluorobenzaldehyde). The solvent is C(C)O (ethanol), C(C)O (ethanol). Run at time 5.5 hour. Product: ClC1=C(\C=N\NC2=CC=C(C=C2)I)C(=CC=C1)F ((1E)-1-(2-chloro-6-fluorobenzylidene)-2-(4-iodophenyl)hydrazine). Yield: 75.0%. As a reaction SMILES: [I:1][C:2]1[CH:7]=[CH:6][C:5]([NH:8][NH2:9])=[CH:4][CH:3]=1.[Cl:10][C:11]1[CH:18]=[CH:17][CH:16]=[C:15]([F:19])[C:12]=1[CH:13]=O>C(O)C>[Cl:10][C:11]1[CH:18]=[CH:17][CH:16]=[C:15]([F:19])[C:12]=1/[CH:13]=[N:9]/[NH:8][C:5]1[CH:6]=[CH:7][C:2]([I:1])=[CH:3][CH:4]=1. Procedure details: To a solution of (4-iodophenyl)hydrazine (1.0 g, 4.27 mmol) in ethanol (10 mL) was slowly added solution of 2-chloro-6-fluorobenzaldehyde (0.675 g, 4.27 mmol) in ethanol (10 mL). The reaction mass was stirred at RT for 5-6 h. The reaction mass was quenched in water and extracted with ethyl acetate. The organic layer was concentrated to afford 1.2 g of desired product. 1H NMR (300 MHz, DMSO d6): δ 6.87 (d, J=8.4 Hz, 2H), 7.26-7.36 (m, 3H), 7.53 (d, J=9.0 Hz, 2H), 8.06 (s, 1H), 10.84 (s, 1H). MS (... Starting materials: CC1=NC=CC(=C1)C(CC(C1=C(C=CC=C1)C)C=1C=C(C=CC1)C1=CC(=CC=C1)C(=O)O)=O (3′-[3-(2-Methyl-pyridin-4-yl)-3-oxo-1-o-tolyl-propyl]-biphenyl-3-carboxylic acid), Cl.COC(CN)=O (glycine methyl ester hydrochloride), COC(CNC(=O)C=1C=C(C=CC1)C1=CC(=CC=C1)C(CC(=O)C1=CC(=NC=C1)C)C1=C(C=CC=C1)C)=O (({3′-[3-(2-methyl-pyridin-4-yl)-3-oxo-1-o-tolyl-propyl]-biphenyl-3-carbonyl}-amino)-acetic acid methyl ester), COC(CNC(=O)C=1C=C(C=CC1)C1=CC(=CC=C1)C(CC(=O)C1=CC(=NC=C1)C)C1=C(C=CC=C1)C)=O (({3′-[3-(2-methyl-pyridin-4-yl)-3-oxo-1-o-tolyl-propyl]-biphenyl-3-carbonyl}-amino)-acetic acid methyl ester). Product: CC1=NC=CC(=C1)C(CC(C1=C(C=CC=C1)C)C=1C=C(C=CC1)C1=CC(=CC=C1)C(=O)NCC(=O)O)=O (({3′-[3-(2-Methyl-pyridin-4-yl)-3-oxo-1-o-tolyl-propyl]-biphenyl-3-carbonyl}-amino)-acetic acid). Reaction SMILES: CC1C=C(C(=O)CC(C2C=C(C3C=CC=C(C(O)=O)C=3)C=CC=2)C2C=CC=CC=2C)C=CN=1.Cl.COC(=O)CN.C[O:42][C:43](=[O:78])[CH2:44][NH:45][C:46]([C:48]1[CH:49]=[C:50]([C:54]2[CH:59]=[CH:58][CH:57]=[C:56]([CH:60]([C:71]3[CH:76]=[CH:75][CH:74]=[CH:73][C:72]=3[CH3:77])[CH2:61][C:62]([C:64]3[CH:69]=[CH:68][N:67]=[C:66]([CH3:70])[CH:65]=3)=[O:63])[CH:55]=2)[CH:51]=[CH:52][CH:53]=1)=[O:47]>>[CH3:70][C:66]1[CH:65]=[C:64]([C:62](=[O:63])[CH2:61][CH:60]([C:56]2[CH:55]=[C:54]([C:50]3[CH:51]=[CH:52][CH:53]=[C:48]([C:46]([NH:45][CH2:44][C:43]([OH:78])=[O:42])=[O:47])[CH:49]=3)[CH:59]=[CH:58][CH:57]=2)[C:71]2[CH:76]=[CH:75][CH:74]=[CH:73][C:72]=2[CH3:77])[CH:69]=[CH:68][N:67]=1 |f:1.2|. Reported procedure: In analogy to example 89, step 2, from 3′-[3-(2-methyl-pyridin-4-yl)-3-oxo-1-o-tolyl-propyl]-biphenyl-3-carboxylic acid (example 102, step 1) and glycine methyl ester hydrochloride was prepared ({3′-[3-(2-methyl-pyridin-4-yl)-3-oxo-1-o-tolyl-propyl]-biphenyl-3-carbonyl}-amino)-acetic acid methyl ester as a white foam, which was directly subjected to the next step. In analogy to example 75, from ({3′-[3-(2-methyl-pyridin-4-yl)-3-oxo-1-o-tolyl-propyl]-biphenyl-3-carbonyl}-amino)-acetic acid methyl...